This data is from the Open Reaction Database (ORD), a public repository of structured organic reaction records. The task is: describe an organic reaction: reactants, conditions, products, and yield Reactants: C(C)(C)(C)SCC(C)=O ((t-butylthio)acetone), P(OCCCCCCCCCCCC)(OCCCCCCCCCCCC)[O-] (didodecyl phosphite), COC(C)(C)C (tert-butyl methyl ether), N12CCCC=CC2NCCC1 (1,8-diazabicyclo[5.4.0]undec-5-ene). Solvent: C1(=CC=CC=C1)C (toluene), CS(=O)C (dimethyl sulfoxide). Run at temperature 60 celsius. The product is C(C)(C)(C)SCC(P(OCCCCCCCCCCCC)(=O)OCCCCCCCCCCCC)(C)O (didodecyl 2-(t-butylthio)-1-hydroxy-1-methylethanephosphonate). As a reaction SMILES: [P:1]([O-:28])([O:15][CH2:16][CH2:17][CH2:18][CH2:19][CH2:20][CH2:21][CH2:22][CH2:23][CH2:24][CH2:25][CH2:26][CH3:27])[O:2][CH2:3][CH2:4][CH2:5][CH2:6][CH2:7][CH2:8][CH2:9][CH2:10][CH2:11][CH2:12][CH2:13][CH3:14].COC(C)(C)C.N12CCCNC1C=CCCC2.[C:46]([S:50][CH2:51][C:52](=[O:54])[CH3:53])([CH3:49])([CH3:48])[CH3:47]>C1(C)C=CC=CC=1.CS(C)=O>[C:46]([S:50][CH2:51][C:52]([OH:54])([CH3:53])[P:1]([O:15][CH2:16][CH2:17][CH2:18][CH2:19][CH2:20][CH2:21][CH2:22][CH2:23][CH2:24][CH2:25][CH2:26][CH3:27])(=[O:28])[O:2][CH2:3][CH2:4][CH2:5][CH2:6][CH2:7][CH2:8][CH2:9][CH2:10][CH2:11][CH2:12][CH2:13][CH3:14])([CH3:49])([CH3:48])[CH3:47]. Reported procedure: 23.0 g (55 mmol) of didodecyl phosphite are initially introduced into a mixture of 20 ml of tert-butyl methyl ether and 5 ml of dimethyl sulfoxide. 1.0 g of 1,8-diazabicyclo[5.4.0]undec-5-ene (DBU) are added, and 8.04 g (55 mmol) of (t-butylthio)acetone are then added dropwise at 30° C. The reaction mixture is heated for 5 hours at 60° C., cooled, diluted with 150 ml of toluene and washed with 100 ml of water. The organic phase is dried over sodium sulfate, and the solvent and remainders of the ... Conditions: time 30 minute. Reported procedure: To an N,N-dimethylformamide (10.0 mL) solution of 2-fluoro-4-hydroxy-benzaldehyde (1.60 g, 11.4 mmol) was added sodium hydride (547 mg, 13.7 mmol, 60% in oil) under nitrogen atmosphere at 0° C., which was stirred for 30 minutes at room temperature. 2-Picolyl chloride (2.80 g, 17.1 mmol) was then added at room temperature and stirred for 1 hour at 70° C. Water was added to the reaction solution at room temperature, which was then extracted with ethyl acetate. The organic layer was washed with sat... Reactants: CN(C=O)C (N,N-dimethylformamide), FC1=C(C=O)C=CC(=C1)O (2-fluoro-4-hydroxy-benzaldehyde), [H-].[Na+] (sodium hydride), N1=C(C=CC=C1)CCl (2-Picolyl chloride). Solvent: O (Water). The product is FC1=C(C=O)C=CC(=C1)OCC1=NC=CC=C1 (2-Fluoro-4-(pyridin-2-ylmethoxy)-benzaldehyde). As a reaction SMILES: CN(C)C=O.[F:6][C:7]1[CH:14]=[C:13]([OH:15])[CH:12]=[CH:11][C:8]=1[CH:9]=[O:10].[H-].[Na+].[N:18]1[CH:23]=[CH:22][CH:21]=[CH:20][C:19]=1[CH2:24]Cl>O>[F:6][C:7]1[CH:14]=[C:13]([O:15][CH2:24][C:19]2[CH:20]=[CH:21][CH:22]=[CH:23][N:18]=2)[CH:12]=[CH:11][C:8]=1[CH:9]=[O:10] |f:2.3|. The yield is 40.6%.